The task is: describe an organic reaction: reactants, conditions, products, and yield. This data is from the Open Reaction Database (ORD), a public repository of structured organic reaction records. The reactants are C(C1=CC=CC=C1)N(C1=NC=CC=C1[N+](=O)[O-])C (N-benzyl-N-methyl-3-nitropyridin-2-amine). Reagents/catalysts: [Pd] (Pd—C). Run in CCO (EtOH). The product is CNC1=NC=CC=C1N (N2-methylpyridine-2,3-diamine). Yield: 92.2%. RXN SMILES: [CH2:1]([N:8](C)[C:9]1[C:14]([N+:15]([O-])=O)=[CH:13][CH:12]=[CH:11][N:10]=1)C1C=CC=CC=1>CCO.[Pd]>[CH3:1][NH:8][C:9]1[C:14]([NH2:15])=[CH:13][CH:12]=[CH:11][N:10]=1. Procedure details: A mixture of N-benzyl-N-methyl-3-nitropyridin-2-amine (15 g) and 10% Pd—C (6.56 g) in EtOH (300 mL) was hydrogenated under balloon pressure at room temperature over weekend. The catalyst was removed by filtration and the filtrate was concentrated in vacuo to give N2-methylpyridine-2,3-diamine (7.00 g) as a tan solid. Reactants: FC1=C(C#N)C=CC=C1I (2-fluoro-3-iodobenzonitrile), S(O)(O)(=O)=O (sulphuric acid), O1CCOCC1 (dioxane). Conditions: temperature 115 celsius, time 4 hour. Yields the product FC1=C(C(=O)O)C=CC=C1I (2-Fluoro-3-iodobenzoic acid). Isolated yield 82.0%. RXN SMILES: [F:1][C:2]1[C:9]([I:10])=[CH:8][CH:7]=[CH:6]C=1C#N.S(=O)(=O)(O)[OH:12].[O:16]1[CH2:21][CH2:20]OCC1>>[F:1][C:2]1[C:9]([I:10])=[CH:8][CH:7]=[CH:6][C:20]=1[C:21]([OH:16])=[O:12]. Procedure: A mixture of 2-fluoro-3-iodobenzonitrile (preparation 22a, 5.00 g, 20.2 mmol), dioxane (16 mL) and sulphuric acid (25 mL) was heated to 115° C. After 4 hours, the mixture was cooled and filtered. Water was added to the filtrate and the mixture was extracted with ethyl acetate. The organic layer was dried (MgSO4) and evaporated to give the title compound (4.42 g, 82%) as a solid. Starting materials: C=CCNCC=O, CCOC(=O)Nc1nc2c(s1)C(Cl)CC(CC)C2. Product: C=CCN(CC=O)C(=O)Nc1nc2c(s1)C(Cl)CC(CC)C2. Reaction SMILES: [CH2:19]([CH:20]=[CH2:21])[NH:22][CH2:23][CH:24]=[O:25].[CH2:1]([CH3:2])[CH:3]1[CH2:4][CH:5]([Cl:18])[c:6]2[c:7]([n:8][c:9]([NH:11][C:12]([O:13][CH2:14][CH3:15])=[O:16])[s:10]2)[CH2:17]1>>[CH2:1]([CH3:2])[CH:3]1[CH2:4][CH:5]([Cl:18])[c:6]2[c:7]([n:8][c:9]([NH:11][C:12](=[O:16])[N:22]([CH2:19][CH:20]=[CH2:21])[CH2:23][CH:24]=[O:25])[s:10]2)[CH2:17]1. Reactants: RuH2, C(=C)[Si](OC)(OC)OC (vinyltrimethoxysilane), RuH2, C(C)(C)OC(C(C1=CC=CC=C1)=O)C1=CC=CC=C1 (benzoin isopropyl ether), C(=C)[Si](OC)(OC)OC (vinyltrimethoxysilane), RuH2. Run in C1(=CC=CC=C1)C (toluene). Run at time 8 hour. Product: C(C)(C)OC(C(C1=C(C=CC=C1)CC[Si](OC)(OC)OC)=O)C1=CC=CC=C1 (2-[2-(trimethoxysilyl)ethyl]benzoin isopropyl ether). Isolated yield 65.8%. RXN SMILES: [CH:1]([O:4][CH:5]([C:14]1[CH:19]=[CH:18][CH:17]=[CH:16][CH:15]=1)[C:6](=[O:13])[C:7]1[CH:12]=[CH:11][CH:10]=[CH:9][CH:8]=1)([CH3:3])[CH3:2].[CH:20]([Si:22]([O:27][CH3:28])([O:25][CH3:26])[O:23][CH3:24])=[CH2:21]>C1(C)C=CC=CC=1>[CH:1]([O:4][CH:5]([C:14]1[CH:15]=[CH:16][CH:17]=[CH:18][CH:19]=1)[C:6](=[O:13])[C:7]1[CH:8]=[CH:9][CH:10]=[CH:11][C:12]=1[CH2:21][CH2:20][Si:22]([O:27][CH3:28])([O:25][CH3:26])[O:23][CH3:24])([CH3:3])[CH3:2]. Reported procedure: 10.17 g (40 mmol) of benzoin isopropyl ether, 6.7 ml (44 mmol) of vinyltrimethoxysilane, 335 mg (0.4 mmol) of RuH2 (CO) (PPh3)3 and 75 ml of anhydrous toluene were mixed and stirred at reflux for 2 hours. At intervals of 2 hours, a further 3×200 mg (0.2 mmol) of RuH2 (CO) (PPh3)3 were added. The mixture was left to stand overnight, a further 200 mg (0.2 mmol) of RuH2 (CO) (PPh3)3 and 1 ml (6.6 mmol) of vinyltrimethoxysilane were added, the mixture was stirred at reflux for 8 hours, concentrated ... Starting materials: Br\C(=C/C=C\1/N(C2=CC=C(C=C2C1(C)C)S(=O)(=O)[O-])CCCS(=O)(=O)[O-])\C=C\C=1C(C=2C(=[N+](C=C(C2)Cl)CCCS(=O)(=O)[O-])N1)(C)C.[Na+].[Na+] (Sodium (E)-2-((2Z,4E)-3-Bromo-5-(5-chloro-3,3-dimethyl-7-(3-sulfonatopropyl)-3H-pyrrolo[2,3-b]pyridin-7-ium-2-yl)penta-2,4-dienylidene)-3,3-dimethyl-1-(3-sulfonatopropyl)indoline-5-sulfonate), CC1=[N+](C2=CC=C(C=C2C1(C)C)S(=O)(=O)[O-])CCCS(=O)(=O)[O-].[Na+] (Sodium 2,3,3-Trimethyl-1-(3-sulfonatopropyl)-3H-indolium-5-sulfonate), CC=1C(C=2C(=[N+](C=CC2)CCCS(=O)(=O)[O-])N1)(C)C (3-(2,3,3-Trimethyl-3H-pyrrolo[2,3-b]pyridin-7-ium-7-yl)propane-1-sulfonate), Cl.N(C1=CC=CC=C1)C=C1C(=C(CCC1)C=NC1=CC=CC=C1)Cl (N-[(3-(anilinomethylene)-2-chloro-1-cyclohexen-1-yl)methylene]aniline monohydrochloride). Product: ClC/1=C(CCC\C1=C/C=C/1\C(C=2C(N(C=CC2)CCCS(=O)(=O)[O-])=N1)(C)C)/C=C/C1=[N+](C2=CC=C(C=C2C1(C)C)S(=O)(=O)[O-])CCCS(=O)(=O)[O-].[Na+].[Na+] (Sodium 2-((E)-2-((E)-2-Chloro-3-((E)-2-(3,3-dimethyl-7-(3-sulfonatopropyl)-3,7-dihydro-2H-pyrrolo[2,3-b]pyridin-2-ylidene)ethylidene)cyclohex-1-enyl)vinyl)-3,3-dimethyl-1-(3-sulfonatopropyl)-3H-indolium-5-sulfonate). As a reaction SMILES: Br/C(/C=C/C1C(C)(C)C2C(N=1)=[N+](CCCS([O-])(=O)=O)C=C(Cl)C=2)=C\C=C1\N(CCCS([O-])(=O)=O)C2C(C\1(C)C)=CC(S([O-])(=O)=O)=CC=2.[Na+:48].[Na+].[CH3:50][C:51]1[C:59]([CH3:61])([CH3:60])[C:58]2[C:53](=[CH:54][CH:55]=[C:56]([S:62]([O-:65])(=[O:64])=[O:63])[CH:57]=2)[N+:52]=1[CH2:66][CH2:67][CH2:68][S:69]([O-:72])(=[O:71])=[O:70].[Na+].[CH3:74][C:75]1[C:76]([CH3:92])([CH3:91])[C:77]2[C:78]([N:90]=1)=[N+:79]([CH2:83][CH2:84][CH2:85][S:86]([O-:89])(=[O:88])=[O:87])[CH:80]=[CH:81][CH:82]=2.Cl.N([CH:101]=[C:102]1[CH2:107][CH2:106][CH2:105][C:104]([CH:108]=NC2C=CC=CC=2)=[C:103]1[Cl:116])C1C=CC=CC=1>>[Cl:116][C:103]1=[C:104]([CH:108]=[CH:50][C:51]2[C:59]([CH3:60])([CH3:61])[C:58]3[C:53](=[CH:54][CH:55]=[C:56]([S:62]([O-:65])(=[O:64])=[O:63])[CH:57]=3)[N+:52]=2[CH2:66][CH2:67][CH2:68][S:69]([O-:72])(=[O:71])=[O:70])[CH2:105][CH2:106][CH2:107]/[C:102]/1=[CH:101]\[CH:74]=[C:75]1/[C:76]([CH3:92])([CH3:91])[C:77]2[C:78](=[N:90]/1)[N:79]([CH2:83][CH2:84][CH2:85][S:86]([O-:89])(=[O:88])=[O:87])[CH:80]=[CH:81][CH:82]=2.[Na+:48].[Na+:48] |f:0.1.2,3.4,6.7,8.9.10|. Procedure details: Compound 16 is prepared analogously to compound 9 (Example 9), except that compound 4, compound 7, and N-[(3-(anilinomethylene)-2-chloro-1-cyclohexen-1-yl)methylene]aniline monohydrochloride are used as starting materials. Reactants: O.C1(=CC(O)=CC(C)=C1)O (orcinol monohydrate), COC1=C(C=C(C=C1)OC)S(=O)(=O)Cl (2,5-dimethoxybenzenesulfonyl chloride), C(=O)(O)[O-].[Na+] (NaHCO3). The solvent is CCOCC (ether). Run at time 3 day. The product is COC1=C(C=C(C=C1)OC)S(=O)(=O)OC=1C=C(C=C(C1)C)O (3-(2,5-Dimethoxyphenylsulfonyloxy)-5-methylphenol). Isolated yield 53.9%. Reaction SMILES: O.[C:2]1([OH:10])[CH:9]=[C:7]([CH3:8])[CH:6]=[C:4]([OH:5])[CH:3]=1.[CH3:11][O:12][C:13]1[CH:18]=[CH:17][C:16]([O:19][CH3:20])=[CH:15][C:14]=1[S:21](Cl)(=[O:23])=[O:22].C([O-])(O)=O.[Na+]>CCOCC>[CH3:11][O:12][C:13]1[CH:18]=[CH:17][C:16]([O:19][CH3:20])=[CH:15][C:14]=1[S:21]([O:5][C:4]1[CH:3]=[C:2]([OH:10])[CH:9]=[C:7]([CH3:8])[CH:6]=1)(=[O:22])=[O:23] |f:0.1,3.4|. Procedure: To a solution of 1.00 g (8.05 mmol) of orcinol monohydrate and 1.75 g (7.38 mmol) of 2,5-dimethoxybenzenesulfonyl chloride in 20 mL of diethyf ether was added 20 mL of saturated aqueous NaHCO3 and the biphasic mixture stirred vigorously at ambient temperature for 3 days. The layers were separated and the aqueous layer extracted with 2×30 mL of ethyl acetate. The combined organic layers were washed with 50 mL of brine, dried (Na2SO4) and concentrated to give an amber-colored solid. Recrystallizat... Starting materials: O=C1NCCCC1CCC1=NC2=NC=CC=C2C=C1 (2-Oxo-3-[2-([1,8]-naphthyridin-2-yl)ethyl-]piperidine), C[Si](C)(C)[N-][Si](C)(C)C.[Na+] (NaN(TMS)2), BrCC(=O)OCC (ethyl bromoacetate). Solvent: CN(C)C=O (DMF). Conditions: time 30 minute. Yields the product O=C1N(CCCC1CCC1=NC2=NC=CC=C2C=C1)CC(=O)OCC (Ethyl 2-Oxo-3-[2-([1,8]-naphthyridin-2-yl)ethyl]piperidin-1-yl-acetate). RXN SMILES: [O:1]=[C:2]1[CH:7]([CH2:8][CH2:9][C:10]2[CH:19]=[CH:18][C:17]3[C:12](=[N:13][CH:14]=[CH:15][CH:16]=3)[N:11]=2)[CH2:6][CH2:5][CH2:4][NH:3]1.C[Si]([N-][Si](C)(C)C)(C)C.[Na+].Br[CH2:31][C:32]([O:34][CH2:35][CH3:36])=[O:33]>CN(C=O)C>[O:1]=[C:2]1[CH:7]([CH2:8][CH2:9][C:10]2[CH:19]=[CH:18][C:17]3[C:12](=[N:13][CH:14]=[CH:15][CH:16]=3)[N:11]=2)[CH2:6][CH2:5][CH2:4][N:3]1[CH2:31][C:32]([O:34][CH2:35][CH3:36])=[O:33] |f:1.2|. Procedure details: A solution of 1-5 (0.28 g, 1.1 mmol) and DMF (10 mL) at −15° C. was treated with NaN(TMS)2 (1.2 mL, 1.2 mmol, 1M in hexanes) to give a red solution. After 30 min, the red solution was treated with ethyl bromoacetate (128 μL, 1.2 mmol), followed by continued stirring for 1 h. The reaction mixture was then quenched with sat. NH4Cl and then extracted with EtOAc (3×). The combined extracts were washed with brine, dried (MgSO4), and concentrated. Flash chromatography (silica, 10% CH3OH/EtOAc) gave 1-... The reactants are C(C)OC(C(C)(C)OC1=CC=C(C=C1)CCCC1=NN(C(N1C)=O)CC1=CC=C(C=C1)C(C)(C)C)=O (2-(4-{3-[1-(4-t-Butylbenzyl)-4-methyl-5-oxo-4,5-dihydro-1H-[1,2,4]triazol-3-yl]-propyl}-phenoxy)-2-methyl-propionic acid ethyl ester). Solvent: C(C)O (ethanol), [OH-].[Na+] (NaOH). Conditions: time 8 hour. Product: C(C)(C)(C)C1=CC=C(CN2N=C(N(C2=O)C)CCCC2=CC=C(OC(C(=O)O)(C)C)C=C2)C=C1 (2-(4-{3-[1-(4-t-Butylbenzyl)-4-methyl-5-oxo-4,5-dihydro-1H-[1,2,4]triazol-3-yl]-propyl}-phenoxy)-2-methyl-propionic acid). The yield is 86.5%. As a reaction SMILES: C([O:3][C:4](=[O:36])[C:5]([O:8][C:9]1[CH:14]=[CH:13][C:12]([CH2:15][CH2:16][CH2:17][C:18]2[N:22]([CH3:23])[C:21](=[O:24])[N:20]([CH2:25][C:26]3[CH:31]=[CH:30][C:29]([C:32]([CH3:35])([CH3:34])[CH3:33])=[CH:28][CH:27]=3)[N:19]=2)=[CH:11][CH:10]=1)([CH3:7])[CH3:6])C>C(O)C.[OH-].[Na+]>[C:32]([C:29]1[CH:30]=[CH:31][C:26]([CH2:25][N:20]2[C:21](=[O:24])[N:22]([CH3:23])[C:18]([CH2:17][CH2:16][CH2:15][C:12]3[CH:11]=[CH:10][C:9]([O:8][C:5]([CH3:6])([CH3:7])[C:4]([OH:36])=[O:3])=[CH:14][CH:13]=3)=[N:19]2)=[CH:27][CH:28]=1)([CH3:33])([CH3:34])[CH3:35] |f:2.3|. Procedure: 2-(4-{3-[1-(4-t-Butylbenzyl)-4-methyl-5-oxo-4,5-dihydro-1H-[1,2,4]triazol-3-yl]-propyl}-phenoxy)-2-methyl-propionic acid ethyl ester (0.69 g, 1.39 mmol) was dissolved in ethanol (4 mL)), 1 N NaOH (4.75 mL) was added in one portion and the solution was stirred at ambient temperature overnight. The solution was concentrated to a hazy, colorless oil. This oil was partitioned between 1N HCl (5 mL) and ethyl acetate (5 mL). The aqueous layer was then reextracted with ethyl acetate (5 mL) and the orga...